Dataset: the Open Reaction Database (ORD), a public repository of structured organic reaction records. Task: describe an organic reaction: reactants, conditions, products, and yield The reactants are ClC=1C(=NC(=NC1Cl)N[C@@H](C)C1=NC=C(C=C1)F)NC1=NNC(=C1)OC(C)C ((S)-5,6-Dichloro-N2-(1-(5-fluoropyridin-2-yl)ethyl)-N4-(5-isopropoxy-1H-pyrazol-3-yl)pyrimidine-2,4-diamine), [OH-].[NH4+] (ammonium hydroxide). Run in C(CCC)O (n-butanol). Reaction conditions: temperature 165 celsius. Product: ClC=1C(=NC(=NC1N)N[C@@H](C)C1=NC=C(C=C1)F)NC1=NNC(=C1)OC(C)C ((S)-5-Chloro-N2-(1-(5-fluoropyridin-2-yl)ethyl)-N4-(5-isopropoxy-1H-pyrazol-3-yl)pyrimidine-2,4,6-triamine). Isolated yield 23.6%. As a reaction SMILES: [Cl:1][C:2]1[C:3]([NH:19][C:20]2[CH:24]=[C:23]([O:25][CH:26]([CH3:28])[CH3:27])[NH:22][N:21]=2)=[N:4][C:5]([NH:9][C@H:10]([C:12]2[CH:17]=[CH:16][C:15]([F:18])=[CH:14][N:13]=2)[CH3:11])=[N:6][C:7]=1Cl.[OH-].[NH4+:30]>C(O)CCC>[Cl:1][C:2]1[C:3]([NH:19][C:20]2[CH:24]=[C:23]([O:25][CH:26]([CH3:28])[CH3:27])[NH:22][N:21]=2)=[N:4][C:5]([NH:9][C@H:10]([C:12]2[CH:17]=[CH:16][C:15]([F:18])=[CH:14][N:13]=2)[CH3:11])=[N:6][C:7]=1[NH2:30] |f:1.2|. Procedure: (S)-5,6-Dichloro-N2-(1-(5-fluoropyridin-2-yl)ethyl)-N4-(5-isopropoxy-1H-pyrazol-3-yl)pyrimidine-2,4-diamine (Example 30, 0.100 g, 0.469 mmol) was mixed with n-butanol (1.75 ml) and ammonium hydroxide (1.75 ml, 28.2 mmol) in an Argonaut Endeaver reactor. This was sealed and heated to 165° C. for 48 hours. The solvent was removed under reduced pressure and the resulted residue was purified by reverse phase Biotage chromatography to give the title compound as a brownish solid (0.045 g, 24%). 1H NMR... Reactants: NC=1C=C(C=CC1)C#CC=1C(=NC=C(C1)C=1N=NN(N1)CCCO[Si](C)(C)C(C)(C)C)N (3-((3-aminophenyl)ethynyl)-5-(2-(3-((tert-butyldimethylsilyl)oxy)propyl)-2H-tetrazol-5-yl)pyridin-2-amine), ClC1=C(C=C(C=C1)N=C=O)C(F)(F)F (4-chloro-3-(trifluoromethyl)phenyl isocyanate). Solvent: O1CCCC1 (tetrahydrofuran), C(C)(=O)OCC (ethyl acetate). Run at time 3 hour. The product is NC1=NC=C(C=C1C#CC=1C=C(C=CC1)NC(=O)NC1=CC(=C(C=C1)Cl)C(F)(F)F)C=1N=NN(N1)CCCO[Si](C)(C)C(C)(C)C (1-(3-((2-amino-5-(2-(3-((tert-butyldimethylsilyl)oxy)propyl)-2H-tetrazol-5-yl)pyridin-3-yl)ethynyl)phenyl)-3-(4-chloro-3-(trifluoromethyl)phenyl)urea). RXN SMILES: [NH2:1][C:2]1[CH:3]=[C:4]([C:8]#[C:9][C:10]2[C:11]([NH2:32])=[N:12][CH:13]=[C:14]([C:16]3[N:17]=[N:18][N:19]([CH2:21][CH2:22][CH2:23][O:24][Si:25]([C:28]([CH3:31])([CH3:30])[CH3:29])([CH3:27])[CH3:26])[N:20]=3)[CH:15]=2)[CH:5]=[CH:6][CH:7]=1.[Cl:33][C:34]1[CH:39]=[CH:38][C:37]([N:40]=[C:41]=[O:42])=[CH:36][C:35]=1[C:43]([F:46])([F:45])[F:44]>O1CCCC1.C(OCC)(=O)C>[NH2:32][C:11]1[C:10]([C:9]#[C:8][C:4]2[CH:3]=[C:2]([NH:1][C:41]([NH:40][C:37]3[CH:38]=[CH:39][C:34]([Cl:33])=[C:35]([C:43]([F:45])([F:44])[F:46])[CH:36]=3)=[O:42])[CH:7]=[CH:6][CH:5]=2)=[CH:15][C:14]([C:16]2[N:17]=[N:18][N:19]([CH2:21][CH2:22][CH2:23][O:24][Si:25]([C:28]([CH3:29])([CH3:31])[CH3:30])([CH3:26])[CH3:27])[N:20]=2)=[CH:13][N:12]=1. Reported procedure: A mixture of 3-((3-aminophenyl)ethynyl)-5-(2-(3-((tert-butyldimethylsilyl)oxy)propyl)-2H-tetrazol-5-yl)pyridin-2-amine (135 mg, 0.3 mmol, 1 eq) and 4-chloro-3-(trifluoromethyl)phenyl isocyanate (67 mg, 1 eq) in anhydrous tetrahydrofuran (3 mL) was stirred at room temperature and under nitrogen atmosphere for 3 hours. The mixture was then diluted with ethyl acetate, washed sequentially with aqueous ammonium chloride, saturated aqueous sodium bicarbonate, and brine, and dried with anhydrous sodium... The reactants are CN(C=O)C (N,N-dimethylformamide), [H-].[Na+] (sodium hydride), N1C=NC=C1 (imidazole), BrC1=CC=C2C(=CC(N(C2=C1)CC1OCCO1)=O)C (7-bromo-1-(1,3-dioxolan-2-ylmethyl)-4-methylquinolin-2(1H)-one), CN(C=O)C (N,N-dimethylformamide). Reagents/catalysts: [Cu]=O (copper(II) oxide). Run in O (water), C(Cl)(Cl)Cl (chloroform). Run at temperature 142.5 celsius, time 10 minute. Product: O1C(OCC1)CN1C(C=C(C2=CC=C(C=C12)N1C=NC=C1)C)=O (1-(1,3-dioxolan-2-ylmethyl)-7-(1H-imidazol-1-yl)-4-methylquinolin-2(1H)-one). RXN SMILES: CN(C)C=O.[H-].[Na+].[NH:8]1[CH:12]=[CH:11][N:10]=[CH:9]1.Br[C:14]1[CH:23]=[C:22]2[C:17]([C:18]([CH3:31])=[CH:19][C:20](=[O:30])[N:21]2[CH2:24][CH:25]2[O:29][CH2:28][CH2:27][O:26]2)=[CH:16][CH:15]=1>[Cu]=O.O.C(Cl)(Cl)Cl>[O:26]1[CH2:27][CH2:28][O:29][CH:25]1[CH2:24][N:21]1[C:22]2[C:17](=[CH:16][CH:15]=[C:14]([N:8]3[CH:12]=[CH:11][N:10]=[CH:9]3)[CH:23]=2)[C:18]([CH3:31])=[CH:19][C:20]1=[O:30] |f:1.2|. Procedure details: To 0.7 mL of an N,N-dimethylformamide solution containing 74 mg of 60% sodium hydride, 0.14 g of imidazole was added at room temperature, and the mixture was stirred for 10 minutes. Thereto were added 0.20 g of 7-bromo-1-(1,3-dioxolan-2-ylmethyl)-4-methylquinolin-2(1H)-one and 17 mg of copper(II) oxide, and the mixture was heated to 140 to 145° C. and stirred for 40 minutes. Thereto was further added 2 mL of N,N-dimethylformamide, and the mixture was further stirred for 1 hour. The reaction mixt... Starting materials: N#Cc1ccc(Br)cc1, CCCCCC, CCOC(C)=O, NC(=O)c1ccccc1N. The product is N#Cc1ccc(Nc2ccccc2C(N)=O)cc1. As a reaction SMILES: [Br:1][c:2]1[cH:3][cH:4][c:5]([C:6]#[N:7])[cH:8][cH:9]1.[CH3:20][CH2:21][CH2:22][CH2:23][CH2:24][CH3:25].[CH3:26][CH2:27][O:28][C:29](=[O:30])[CH3:31].[NH2:10][c:11]1[c:12]([C:13](=[O:14])[NH2:15])[cH:16][cH:17][cH:18][cH:19]1>>[c:2]1([NH:10][c:11]2[c:12]([C:13](=[O:14])[NH2:15])[cH:16][cH:17][cH:18][cH:19]2)[cH:3][cH:4][c:5]([C:6]#[N:7])[cH:8][cH:9]1. Reactants: C(C1=CC=CC=C1)(=O)N(C)CC(=O)O (N-Benzoylsarcosine), C(C)(=O)OC(C)=O (acetic anhydride), C1(C=CC(C2=CC=CC=C12)=O)=O (1,4-naphthoquinone). Run in C1(=CC=CC=C1)C (toluene). Run at time 15 minute. The product is CN1C=C2C(C3=C(C(C2=C1C1=CC=CC=C1)=O)C=CC=C3)=O (2-Methyl-1-phenyl-2H-benz[f]isoindole-4,9-dione). Yield: 19.7%. Reaction SMILES: [C:1]([N:9]([CH2:11][C:12](O)=O)[CH3:10])(=O)[C:2]1[CH:7]=[CH:6][CH:5]=[CH:4][CH:3]=1.C(OC(=O)C)(=O)C.[C:22]1(=[O:33])[C:31]2[C:26](=[CH:27][CH:28]=[CH:29][CH:30]=2)[C:25](=[O:32])[CH:24]=C1>C1(C)C=CC=CC=1>[CH3:10][N:9]1[C:1]([C:2]2[CH:3]=[CH:4][CH:5]=[CH:6][CH:7]=2)=[C:24]2[C:12]([C:22](=[O:33])[C:31]3[CH:30]=[CH:29][CH:28]=[CH:27][C:26]=3[C:25]2=[O:32])=[CH:11]1. Procedure: N-Benzoylsarcosine (3.86 g, 0.020 mol) was dissolved in 7 mL (0.070 mol) of acetic anhydride and heated until a yellow color was observed. Forty milliliters of toluene was added to the reaction flask after the color change was observed. After stirring for 15 minutes, 3.16 g (0.020 mol) of 1,4-naphthoquinone was added. The resulting black mixture was heated for 1.5 hours, then stirred at room temperature overnight. The mixture was filtered to yield 1.13 g (19%) of yellow-brown solid. The solid wa...